This data is from the Open Reaction Database (ORD), a public repository of structured organic reaction records. The task is: describe an organic reaction: reactants, conditions, products, and yield Reactants: Cl.NC=1NC=C(N1)CCCNC(=O)C=1NC=CC1 (1H-pyrrole-2-carboxylic acid [3-(2-amino-1H-imidazol-4-yl)-propyl]-amide hydrochloride), Cl.Cl.NCCCC=1N=C(NC1)N (4-(3-amino-propyl)-1H-imidazol-2-ylamine dihydrochloride). The product is Cl.NC=1NC=C(N1)CCCNC(=O)C=1NC(=C(C1)Cl)Cl (4,5-dichloro-1H-pyrrole-2-carboxylic acid [3-(2-amino-1H-imidazol-4-yl)-propyl]-amide hydrochloride). The yield is 65.0%. RXN SMILES: [ClH:1].[NH2:2][C:3]1[NH:4][CH:5]=[C:6]([CH2:8][CH2:9][CH2:10][NH:11][C:12]([C:14]2[NH:15][CH:16]=[CH:17][CH:18]=2)=[O:13])[N:7]=1.[ClH:19].Cl.NCCCC1N=C(N)NC=1>>[ClH:1].[NH2:2][C:3]1[NH:4][CH:5]=[C:6]([CH2:8][CH2:9][CH2:10][NH:11][C:12]([C:14]2[NH:15][C:16]([Cl:19])=[C:17]([Cl:1])[CH:18]=2)=[O:13])[N:7]=1 |f:0.1,2.3.4,5.6|. Procedure details: Using the same general procedure as used for the synthesis of 1H-pyrrole-2-carboxylic acid [3-(2-amino-1H-imidazol-4-yl)-propyl]-amide hydrochloride 17, 0.200 g of 4-(3-amino-propyl)-1H-imidazol-2-ylamine dihydrochloride 16 afforded 0.204 g (65%) of the title compound 20 as a white solid: 1H NMR (300 MHz, DMSO-d6) δ 8.32 (t, 1H, J=4.8 Hz), 6.91 (s, 2H), 6.53 (s, 1H), 3.21 (dt, 2H, J=6.6, 12.6 Hz), 2.42 (t, 2H, J=7.2 Hz), 1.72 (tt, 2H, J=7.5, 14.1 Hz); 13C NMR (75 MHz, DMSO-d6) δ 159.15, 147.11, ... The reactants are ClC1=NC=CC2=C1C=C(N2)CN2C([C@H](CC2)NS(=O)(=O)C2=CC1=C(S2)C=C(C=C1)Cl)=O (6-chloro-benzo[b]thiophene-2-sulfonic acid [1-(4-chloro-1H-pyrrolo[3,2-c]pyridin-2-ylmethyl)-2-oxopyrrolidin-3-(S)-yl]-amide). The reagents and catalysts are [Pd] (Palladium on carbon). The solvent is C(C)O (ethanol). Run at temperature 65 celsius. Yields the product O=C1N(CC[C@@H]1NS(=O)(=O)C1=CC2=C(S1)C=C(C=C2)Cl)CC2=CC=1C=NC=CC1N2 (6-Chloro-benzo[b]thiophene-2-sulfonic Acid [2-oxo-1-(1H-Pyrrolo[3,2-c]pyridin-2-ylmethyl)-pyrrolidin-3-(S)-yl]-amide). As a reaction SMILES: Cl[C:2]1[C:7]2[CH:8]=[C:9]([CH2:11][N:12]3[CH2:16][CH2:15][C@H:14]([NH:17][S:18]([C:21]4[S:25][C:24]5[CH:26]=[C:27]([Cl:30])[CH:28]=[CH:29][C:23]=5[CH:22]=4)(=[O:20])=[O:19])[C:13]3=[O:31])[NH:10][C:6]=2[CH:5]=[CH:4][N:3]=1>[Pd].C(O)C>[O:31]=[C:13]1[C@@H:14]([NH:17][S:18]([C:21]2[S:25][C:24]3[CH:26]=[C:27]([Cl:30])[CH:28]=[CH:29][C:23]=3[CH:22]=2)(=[O:19])=[O:20])[CH2:15][CH2:16][N:12]1[CH2:11][C:9]1[NH:10][C:6]2[CH:5]=[CH:4][N:3]=[CH:2][C:7]=2[CH:8]=1. Procedure details: Palladium on carbon (0.01 g) is added to a solution of 6-chloro-benzo[b]thiophene-2-sulfonic acid [1-(4-chloro-1H-pyrrolo[3,2-c]pyridin-2-ylmethyl)-2-oxopyrrolidin-3-(S)-yl]-amide in 95% ethanol (5 mL) and charged with H2 gas. The mixture is heated at 65° C. overnight then cooled to room temperature and filtered through Celite. The solvent is removed and the crude product is purified by RP-HPLC eluting with a gradient of 10% CH3CN/H2O (0.1% TFA) to 100% CH3CN. The appropriate product fractions a... Reactants: O (water), OC1=CC=C(C=C1)CCC(=O)OC (methyl 3-(4-hydroxyphenyl)propanoate), BrCC1=CC=CC=C1 (1-(bromomethyl)benzene), C([O-])([O-])=O.[Cs+].[Cs+] (cesium carbonate). The solvent is CS(=O)C (DMSO). Reaction conditions: time 2.5 hour. The product is C1(=CC=CC=C1)COC1=CC=C(C=C1)CCC(=O)OC (Methyl 3-(4-((phenylmethyl)oxy)phenyl)propanoate). As a reaction SMILES: [OH:1][C:2]1[CH:7]=[CH:6][C:5]([CH2:8][CH2:9][C:10]([O:12][CH3:13])=[O:11])=[CH:4][CH:3]=1.Br[CH2:15][C:16]1[CH:21]=[CH:20][CH:19]=[CH:18][CH:17]=1.C(=O)([O-])[O-].[Cs+].[Cs+].O>CS(C)=O>[C:16]1([CH2:15][O:1][C:2]2[CH:3]=[CH:4][C:5]([CH2:8][CH2:9][C:10]([O:12][CH3:13])=[O:11])=[CH:6][CH:7]=2)[CH:21]=[CH:20][CH:19]=[CH:18][CH:17]=1 |f:2.3.4|. Procedure details: A reaction mixture of methyl 3-(4-hydroxyphenyl)propanoate (commercially available, from Aldrich) (4.0 g, 22 mmol), 1-(bromomethyl)benzene (3.8 g, 22 mmol (commercially available from Aldrich)) and cesium carbonate (14.30 g, 44 mmol) in DMSO (20.0 mL) was stirred at room temperature for 2.5 hours. The reaction mixture was poured into water (50.0 mL) and extracted with EtOAc (100.0 mL), and the organic layer was washed with water (3×30 mL) and brine (30 mL), and dried with MgSO4. The crude produc... Starting materials: C(C1=CC=CC=C1)OC1=CC=C(C=C1)NC1=C(C(=O)OCC)C=C(C=C1)OC (ethyl 2-(4-benzyloxyphenylamino)-5-methoxybenzoate), C(C)(=O)O (acetic acid). The reagents and catalysts are [Pd] (palladium-on-carbon). The solvent is C(C)O (ethanol). Run at time 8 hour. Yields the product OC1=CC=C(C=C1)NC1=C(C(=O)OCC)C=C(C=C1)OC (ethyl 2-(4-hydroxyphenylamino)-5-methoxybenzoate). The yield is 122.6%. RXN SMILES: C([O:8][C:9]1[CH:14]=[CH:13][C:12]([NH:15][C:16]2[CH:26]=[CH:25][C:24]([O:27][CH3:28])=[CH:23][C:17]=2[C:18]([O:20][CH2:21][CH3:22])=[O:19])=[CH:11][CH:10]=1)C1C=CC=CC=1.C(O)(=O)C>[Pd].C(O)C>[OH:8][C:9]1[CH:10]=[CH:11][C:12]([NH:15][C:16]2[CH:26]=[CH:25][C:24]([O:27][CH3:28])=[CH:23][C:17]=2[C:18]([O:20][CH2:21][CH3:22])=[O:19])=[CH:13][CH:14]=1. Reported procedure: A mixture of 6 g of ethyl 2-(4-benzyloxyphenylamino)-5-methoxybenzoate, 30 ml of acetic acid, 270 ml of ethanol and 500 mg of 10% palladium-on-carbon catalyst was hydrogenated on a Parr apparatus for eight hours. The mixture was filtered, the filtrate stripped of solvent and the residue partitioned between ether and saturated sodium bicarbonate solution. The ether solution was dried over anhydrous magnesium sulfate and the solvent removed to give 5.6 g of ethyl 2-(4-hydroxyphenylamino)-5-methoxy... Starting materials: Cl.CC1=CSC2=C1C=C(C=C2F)N (3-methyl-7-fluoro-5-aminobenzothiophene hydrochloride), C(C)(C)O (isopropanol), N(=O)[O-].[Na+] (sodium nitrite), diazonium salt, O.O.Cl[Sn]Cl (SnCl2.2H2O). Solvent: O (water), Cl (hydrochloric acid), O (water), Cl (hydrochloric acid). The product is Cl.CC1=CSC2=C1C=C(C=C2F)NN (3-Methyl-7-fluoro-5-hydrazinobenzothiophene hydrochloride). As a reaction SMILES: Cl.[CH3:2][C:3]1[C:7]2[CH:8]=[C:9]([NH2:13])[CH:10]=[C:11]([F:12])[C:6]=2[S:5][CH:4]=1.[N:14]([O-])=O.[Na+].O.O.[Cl:20][Sn]Cl.C(O)(C)C>O.Cl>[ClH:20].[CH3:2][C:3]1[C:7]2[CH:8]=[C:9]([NH:13][NH2:14])[CH:10]=[C:11]([F:12])[C:6]=2[S:5][CH:4]=1 |f:0.1,2.3,4.5.6,10.11|. Procedure: 0.1 mole of 3-methyl-7-fluoro-5-aminobenzothiophene hydrochloride is suspended in 100 ml of water and 100 ml of concentrated hydrochloric acid, and a solution of 0.11 mole of sodium nitrite in 50 ml of water is added dropwise at between -5° C. and 0° C. The diazonium salt solution is added dropwise to a mixture, cooled to 0° C., of 0.21 mole of SnCl2.2H2O and 200 ml of concentrated hydrochloric acid. After the mixture has been warmed to room temperature, 60 ml of isopropanol are added and the cr... Starting materials: C1(=CC=CC2=CC=CC=C12)N=C=S (1-naphthyl isothiocyanate), COC1=C(C=C(N)C=C1)N1CCN(CC1)C (4-methoxy-3-(4-methylpiperazin-1-yl)aniline). Yields the product COC1=C(C=C(C=C1)NC(=S)NC1=CC=CC2=CC=CC=C12)N1CCN(CC1)C (N-[4-Methoxy-3-(4-methylpiperazin-1-yl)phenyl]-N'-[naphth-1-yl]thiourea). Reaction SMILES: [C:1]1([N:11]=[C:12]=[S:13])[C:10]2[C:5](=[CH:6][CH:7]=[CH:8][CH:9]=2)[CH:4]=[CH:3][CH:2]=1.[CH3:14][O:15][C:16]1[CH:22]=[CH:21][C:19]([NH2:20])=[CH:18][C:17]=1[N:23]1[CH2:28][CH2:27][N:26]([CH3:29])[CH2:25][CH2:24]1>>[CH3:14][O:15][C:16]1[CH:22]=[CH:21][C:19]([NH:20][C:12]([NH:11][C:1]2[C:10]3[C:5](=[CH:6][CH:7]=[CH:8][CH:9]=3)[CH:4]=[CH:3][CH:2]=2)=[S:13])=[CH:18][C:17]=1[N:23]1[CH2:24][CH2:25][N:26]([CH3:29])[CH2:27][CH2:28]1. Procedure details: The title compound was prepared from 1-naphthyl isothiocyanate and 4-methoxy-3-(4-methylpiperazin-1-yl)aniline (EP0533268A1) using a similar procedure to Example 6. The reactants are [N+](=O)([O-])C1=C2C(C3CC=CCC3C(C2=CC=C1)=O)=O (5-nitro-1,4,4a,9a-tetrahydroanthraquinone), C1(=CC=CC=C1)C (toluene), [SH-].[Na+] (sodium bisulfide). Run in O (water). Reaction conditions: temperature 160 celsius. Yields the product NC1=CC=CC=2C(C3=CC=CC=C3C(C12)=O)=O (1-aminoanthraquinone). The yield is 99.0%. Reaction SMILES: [N+:1]([C:4]1[CH:17]=[CH:16][CH:15]=[C:14]2[C:5]=1[C:6](=[O:19])[CH:7]1[CH:12]([C:13]2=[O:18])[CH2:11][CH:10]=[CH:9][CH2:8]1)([O-])=O.C1(C)C=CC=CC=1.[SH-].[Na+]>O>[NH2:1][C:4]1[C:5]2[C:6](=[O:19])[C:7]3[C:12](=[CH:11][CH:10]=[CH:9][CH:8]=3)[C:13](=[O:18])[C:14]=2[CH:15]=[CH:16][CH:17]=1 |f:2.3|. Procedure: A 2 liter autoclave equipped with anchor stirrer is charged with 64.3 parts of 5-nitro-1,4,4a,9a-tetrahydroanthraquinone, 750 parts of toluene, 250 parts of water and 8.8 parts of sodium bisulfide. With stirring, the phase mixture is heated to 160° C. under an excess pressure of 10 to 11 bar. Stirring is then discontinued and the lower layer is separated under this pressure. The upper phase is cooled to room temperature, whereupon the pure 1-aminoanthraquinone crystallises and is then isolated b... Reactants: CCCCCCCCOc1cnc(-c2ccc(O)cc2)nc1, CCCCCCCCC(F)CCOOS(C)(=O)=O. Product: CCCCCCCCOc1cnc(-c2ccc(OCCC(F)CCCCCCCC)cc2)nc1. RXN SMILES: [CH2:1]([CH2:2][CH2:3][CH2:4][CH2:5][CH2:6][CH2:7][CH3:8])[O:9][c:10]1[cH:11][n:12][c:13](-[c:16]2[cH:17][cH:18][c:19]([OH:22])[cH:20][cH:21]2)[n:14][cH:15]1.[CH3:23][S:24]([O:25][O:26][CH2:29][CH2:30][CH:31]([CH2:32][CH2:33][CH2:34][CH2:35][CH2:36][CH2:37][CH2:38][CH3:39])[F:40])(=[O:27])=[O:28]>>[CH2:1]([CH2:2][CH2:3][CH2:4][CH2:5][CH2:6][CH2:7][CH3:8])[O:9][c:10]1[cH:11][n:12][c:13](-[c:16]2[cH:17][cH:18][c:19]([O:22][CH2:29][CH2:30][CH:31]([CH2:32][CH2:33][CH2:34][CH2:35][CH2:36][CH2:37][CH2:38][CH3:39])[F:40])[cH:20][cH:21]2)[n:14][cH:15]1. Starting materials: CC(=O)O, CCO, N#Cc1c(Cl)c(-c2cccnc2)n2c1C(=O)C(Cl)(Cl)CC2. The product is N#Cc1c(Cl)c(-c2cccnc2)n2c1C(=O)CCC2. Reaction SMILES: [CH3:22][C:23](=[O:24])[OH:25].[CH3:26][CH2:27][OH:28].[Cl:1][c:2]1[c:3]([C:20]#[N:21])[c:4]2[n:9]([c:10]1-[c:11]1[cH:12][n:13][cH:14][cH:15][cH:16]1)[CH2:8][CH2:7][C:6]([Cl:17])([Cl:18])[C:5]2=[O:19]>>[Cl:1][c:2]1[c:3]([C:20]#[N:21])[c:4]2[n:9]([c:10]1-[c:11]1[cH:12][n:13][cH:14][cH:15][cH:16]1)[CH2:8][CH2:7][CH2:6][C:5]2=[O:19].